The task is: describe an organic reaction: reactants, conditions, products, and yield. This data is from the Open Reaction Database (ORD), a public repository of structured organic reaction records. Reactants: ClCCC(C(=O)N1CCCCCC1)C1=CC=CC=C1 (2,3,4,5,6,7-hexahydro-1-[4-chloro-2-phenylbutanoyl]-1H-azepine), CNCC1=CC=CC=C1 (N-methylbenzylamine), C(C)(C)N(CC)C(C)C (diisopropylethylamine). The solvent is C(C)#N (acetonitrile), C(C)#N (acetonitrile). Run at time 8 hour. Product: C(C1=CC=CC=C1)N(C)CCC(C(=O)N1CCCCCC1)C1=CC=CC=C1 (2,3,4,5,6,7-Hexahydro-1-[4-(N-benzyl-N-methylamino)-2-phenylbutanoyl]-1H-azepine). Yield: 57.1%. As a reaction SMILES: Cl[CH2:2][CH2:3][CH:4]([C:14]1[CH:19]=[CH:18][CH:17]=[CH:16][CH:15]=1)[C:5]([N:7]1[CH2:13][CH2:12][CH2:11][CH2:10][CH2:9][CH2:8]1)=[O:6].[CH3:20][NH:21][CH2:22][C:23]1[CH:28]=[CH:27][CH:26]=[CH:25][CH:24]=1.C(N(C(C)C)CC)(C)C>C(#N)C>[CH2:22]([N:21]([CH2:2][CH2:3][CH:4]([C:14]1[CH:19]=[CH:18][CH:17]=[CH:16][CH:15]=1)[C:5]([N:7]1[CH2:13][CH2:12][CH2:11][CH2:10][CH2:9][CH2:8]1)=[O:6])[CH3:20])[C:23]1[CH:28]=[CH:27][CH:26]=[CH:25][CH:24]=1. Procedure: A solution of 2,3,4,5,6,7-hexahydro-1-[4-chloro-2-phenylbutanoyl]-1H-azepine (10.0 g, 35.7 mmol) in acetonitrile (100 ml) was added to a solution of N-methylbenzylamine (4.03 g, 33.3 mmol) and diisopropylethylamine (4.62 g, 35.7 mmol) in acetonitrile (40 ml) and the reaction mixture stirred at room temperature overnight. The reaction mixture was concentrated under reduced pressure and the residue dissolved in water (100 ml). The aqueous phase was washed with ethyl acetate (3×50 ml) and the combi... Starting materials: BrC1=C(OC(C1=O)(C)C)C=1C=CC(=C(C#N)C1)OC (5-(3-bromo-5,5-dimethyl-4-oxo-4,5-dihydrofuran-2-yl)-2-methoxybenzonitrile), CC1(OB(OC1(C)C)C1=CC=C(OCC2=NC3=CC=CC=C3C=C2)C=C1)C (2-((4-(4,4,5,5-tetramethyl-1,3,2-dioxaborolan-2-yl)phenoxy)methyl)quinoline), C(=O)([O-])[O-].[Cs+].[Cs+] (Cs2CO3). The reagents and catalysts are C1=CC=C(C=C1)P([C-]2C=CC=C2)C3=CC=CC=C3.C1=CC=C(C=C1)P([C-]2C=CC=C2)C3=CC=CC=C3.Cl[Pd]Cl.[Fe+2] (Pd(dppf)Cl2). Run in C1(=CC=CC=C1)C (toluene), O (water). The product is CC1(C(C(=C(O1)C=1C=CC(=C(C#N)C1)OC)C1=CC=C(C=C1)OCC1=NC2=CC=CC=C2C=C1)=O)C (5-(5,5-dimethyl-4-oxo-3-(4-(quinolin-2-ylmethoxy)phenyl)-4, 5-dihydrofuran-2-yl)-2-methoxybenzonitrile). Isolated yield 56.4%. RXN SMILES: Br[C:2]1[C:6](=[O:7])[C:5]([CH3:9])([CH3:8])[O:4][C:3]=1[C:10]1[CH:11]=[CH:12][C:13]([O:18][CH3:19])=[C:14]([CH:17]=1)[C:15]#[N:16].CC1(C)C(C)(C)OB([C:28]2[CH:45]=[CH:44][C:31]([O:32][CH2:33][C:34]3[CH:43]=[CH:42][C:41]4[C:36](=[CH:37][CH:38]=[CH:39][CH:40]=4)[N:35]=3)=[CH:30][CH:29]=2)O1.C([O-])([O-])=O.[Cs+].[Cs+]>C1(C)C=CC=CC=1.O.C1C=CC(P(C2C=CC=CC=2)[C-]2C=CC=C2)=CC=1.C1C=CC(P(C2C=CC=CC=2)[C-]2C=CC=C2)=CC=1.Cl[Pd]Cl.[Fe+2]>[CH3:8][C:5]1([CH3:9])[O:4][C:3]([C:10]2[CH:11]=[CH:12][C:13]([O:18][CH3:19])=[C:14]([CH:17]=2)[C:15]#[N:16])=[C:2]([C:28]2[CH:29]=[CH:30][C:31]([O:32][CH2:33][C:34]3[CH:43]=[CH:42][C:41]4[C:36](=[CH:37][CH:38]=[CH:39][CH:40]=4)[N:35]=3)=[CH:44][CH:45]=2)[C:6]1=[O:7] |f:2.3.4,7.8.9.10|. Reported procedure: A solution of 5-(3-bromo-5,5-dimethyl-4-oxo-4,5-dihydrofuran-2-yl)-2-methoxybenzonitrile (0.15 g, 0.465 mmol), 2-((4-(4,4,5,5-tetramethyl-1,3,2-dioxaborolan-2-yl)phenoxy)methyl)quinoline (0.17 g, 0.465 mmol), and Cs2CO3 (0.75 g, 2.32 mmol) in toluene (6 mL) and water (3 mL) was degassed. Then, Pd(dppf)Cl2 (0.76 g, 0.090 mmol) was added under an inert atmosphere and the solution was again degassed. The reaction was then refluxed for 2 h, filtered through a pad of Celite® and the filtrate was dilu... The reactants are O=S(=O)(Cl)c1c(Cc2ccc3c(c2)OCO3)sc2ccccc12, C1CCOC1, Cc1noc(N)c1C, [H-], [Na+]. Product: Cc1noc(NS(=O)(=O)c2c(Cc3ccc4c(c3)OCO4)sc3ccccc23)c1C. RXN SMILES: [CH2:11]1[O:12][c:13]2[cH:14][c:15]([CH2:16][c:17]3[c:18]([S:26](=[O:27])(=[O:28])[Cl:29])[c:19]4[c:20]([s:21]3)[cH:22][cH:23][cH:24][cH:25]4)[cH:30][cH:31][c:32]2[O:33]1.[CH2:34]1[O:35][CH2:36][CH2:37][CH2:38]1.[CH3:1][c:2]1[n:3][o:4][c:5]([NH2:8])[c:6]1[CH3:7].[H-:10].[Na+:9]>>[CH3:1][c:2]1[n:3][o:4][c:5]([NH:8][S:26]([c:18]2[c:17]([CH2:16][c:15]3[cH:14][c:13]4[c:32]([cH:31][cH:30]3)[O:33][CH2:11][O:12]4)[s:21][c:20]3[c:19]2[cH:25][cH:24][cH:23][cH:22]3)(=[O:27])=[O:28])[c:6]1[CH3:7]. The product is C(=O)(OC(C)(C)C)C1=NC(N(O1)CN)C=1N=CN2C1[C@H]1N(C(C3=C2C=CS3)=O)CCC1 ((S)-1-(5-BOC-aminomethyl-1,2,4-oxadiazol-3-yl)-10,11,12,12a-tetrahydro-8H-imidazo[5,1-c]pyrrolo[1,2-a]thieno[3,2-e][1,4]diazepin-8-one). Reported procedure: 1.40 g (8.04 mmol) of 1,1'-carbonyldiimidazole were added to a solution of 1.42 g (8.07 mmol) of BOC-glycine in 13 ml of dimethylformamide and the mixture was stirred at 50° for 30 minutes. Subsequently, 2.30 g (7.58 mmol) of (E)- and/or (Z)- (S)-1-(aminohydroxyimino-methyl)-10,11,12,12a-tetrahydro-8H-imidazo[5,1-c]pyrrolo-[1,2-a]thieno[3,2-e][1,4]diazepin-8-one were added thereto and the mixture was stirred at 90° for 15 hours. The brown solution obtained was evaporated in a high vacuum and the... The reactants are C(=O)(N1C=NC=C1)N1C=NC=C1 (1,1'-carbonyldiimidazole), C(=O)(OC(C)(C)C)NCC(=O)O (BOC-glycine), CN(C=O)C (dimethylformamide), ( E )-, N\C(\C=1N=CN2C1[C@H]1N(C(C3=C2C=CS3)=O)CCC1)=N/O ((Z)- (S)-1-(aminohydroxyimino-methyl)-10,11,12,12a-tetrahydro-8H-imidazo[5,1-c]pyrrolo-[1,2-a]thieno[3,2-e][1,4]diazepin-8-one). Run at time 30 minute. Yield: 44.0%. Reaction SMILES: [C:1](N1C=CN=C1)([N:3]1C=CN=C1)=O.[C:13](NCC(O)=O)([O:15][C:16]([CH3:19])([CH3:18])[CH3:17])=[O:14].[NH2:25]/[C:26](=[N:44]\[OH:45])/[C:27]1[N:28]=[CH:29][N:30]2[C:36]3[CH:37]=[CH:38][S:39][C:35]=3[C:34](=[O:40])[N:33]3[CH2:41][CH2:42][CH2:43][C@H:32]3[C:31]=12.[CH3:46]N(C)C=O>>[C:13]([C:46]1[O:45][N:44]([CH2:1][NH2:3])[CH:26]([C:27]2[N:28]=[CH:29][N:30]3[C:36]4[CH:37]=[CH:38][S:39][C:35]=4[C:34](=[O:40])[N:33]4[CH2:41][CH2:42][CH2:43][C@H:32]4[C:31]=23)[N:25]=1)([O:15][C:16]([CH3:17])([CH3:18])[CH3:19])=[O:14]. Reactants: Cl.N[C@H]1CN(CCC1)C=1N=C(C(=NC1)C(=O)N)NC1=CC=C(C=C1)C(=O)N1CCOCC1 ((R)-5-(3-aminopiperidin-1-yl)-3-(4-(morpholine-4-carbonyl)phenylamino)pyrazine-2-carboxamide hydrochloride), CCN(C(C)C)C(C)C (DIEA), C(C)(C)(C)C1=CC=C(C(=O)Cl)C=C1 (4-tert-butylbenzoyl chloride). Run in CCOC(=O)C (EtOAc), CN1CCCC1=O (NMP). Conditions: time 1 hour. Yields the product C(C)(C)(C)C1=CC=C(C(=O)N[C@H]2CN(CCC2)C=2N=C(C(=NC2)C(=O)N)NC2=CC=C(C=C2)C(=O)N2CCOCC2)C=C1 ((R)-5-(3-(4-tert-butylbenzamido)piperidin-1-yl)-3-(4-(morpholine-4-carbonyl)phenylamino)pyrazine-2-carboxamide). Isolated yield 72.1%. As a reaction SMILES: Cl.[NH2:2][C@@H:3]1[CH2:8][CH2:7][CH2:6][N:5]([C:9]2[N:10]=[C:11]([NH:18][C:19]3[CH:24]=[CH:23][C:22]([C:25]([N:27]4[CH2:32][CH2:31][O:30][CH2:29][CH2:28]4)=[O:26])=[CH:21][CH:20]=3)[C:12]([C:15]([NH2:17])=[O:16])=[N:13][CH:14]=2)[CH2:4]1.CCN(C(C)C)C(C)C.[C:42]([C:46]1[CH:54]=[CH:53][C:49]([C:50](Cl)=[O:51])=[CH:48][CH:47]=1)([CH3:45])([CH3:44])[CH3:43]>CN1C(=O)CCC1.CCOC(C)=O>[C:42]([C:46]1[CH:47]=[CH:48][C:49]([C:50]([NH:2][C@@H:3]2[CH2:8][CH2:7][CH2:6][N:5]([C:9]3[N:10]=[C:11]([NH:18][C:19]4[CH:20]=[CH:21][C:22]([C:25]([N:27]5[CH2:32][CH2:31][O:30][CH2:29][CH2:28]5)=[O:26])=[CH:23][CH:24]=4)[C:12]([C:15]([NH2:17])=[O:16])=[N:13][CH:14]=3)[CH2:4]2)=[O:51])=[CH:53][CH:54]=1)([CH3:45])([CH3:43])[CH3:44] |f:0.1|. Procedure details: To a solution of (R)-5-(3-aminopiperidin-1-yl)-3-(4-(morpholine-4-carbonyl)phenylamino)pyrazine-2-carboxamide hydrochloride (90) (120 mg, 0.27 mmol) in NMP (3 mL) was added DIEA (190 μL, 1.08 mmol) and then 4-tert-butylbenzoyl chloride (106 mg, 0.54 mmol). The mixture was stirred at RT for 1 h, diluted with 100 mL EtOAc, washed with water ×2, dried, and concentrated in vacuo. The residue was subjected to flash column chromatography with 0 to 5% MeOH in DCM to isolate the title compound (91) (yie... Starting materials: OCC1CCC2=C(N(C1=O)CC1=CC=C(C=C1)OC)C=CC=C2 (3-hydroxymethyl-1-(4-methoxy-benzyl)-1,3,4,5-tetrahydro-benzo[b]azepin-2-one), CS(=O)(=O)Cl (MsCl), CCN(C(C)C)C(C)C (DIEA). Solvent: C1CCOC1 (THF). Run at time 1 hour. Yields the product COC1=CC=C(CN2C3=C(CCC(C2=O)COS(=O)(=O)C)C=CC=C3)C=C1 (methanesulfonic acid 1-(4-methoxy-benzyl)-2-oxo-2,3,4,5-tetrahydro-1H-benzo[b]azepin-3-ylmethyl ester). Isolated yield 90.0%. Reaction SMILES: [OH:1][CH2:2][CH:3]1[C:9](=[O:10])[N:8]([CH2:11][C:12]2[CH:17]=[CH:16][C:15]([O:18][CH3:19])=[CH:14][CH:13]=2)[C:7]2[CH:20]=[CH:21][CH:22]=[CH:23][C:6]=2[CH2:5][CH2:4]1.[CH3:24][S:25](Cl)(=[O:27])=[O:26].CCN(C(C)C)C(C)C>C1COCC1>[CH3:19][O:18][C:15]1[CH:14]=[CH:13][C:12]([CH2:11][N:8]2[C:9](=[O:10])[CH:3]([CH2:2][O:1][S:25]([CH3:24])(=[O:27])=[O:26])[CH2:4][CH2:5][C:6]3[CH:23]=[CH:22][CH:21]=[CH:20][C:7]2=3)=[CH:17][CH:16]=1. Reported procedure: To a solution of 3-hydroxymethyl-1-(4-methoxy-benzyl)-1,3,4,5-tetrahydro-benzo[b]azepin-2-one (0.26 mmol) in 2 mL of anhydrous THF at 0° C. is added MsCl (0.39 mmol) and DIEA (0.47 mmol). After the addition, the mixture is allowed to warm up to room temperature and then stirred for 1 hour. The solvent is removed under vacuum and the residue is treated with water (5 mL) and extracted with EtOAc (3×5 mL). The combined organic layers are concentrated and the residue is purified by flash column chro... Starting materials: CC(C)(C)N=C=O, C=CCNc1nc(N)c2cc([N+](=O)[O-])ccc2n1, C1CCOC1, [H-], [Na+], O. The product is C=CCNc1nc(NC(=O)NC(C)(C)C)c2cc([N+](=O)[O-])ccc2n1. Reaction SMILES: [C:21]([CH3:22])([CH3:23])([CH3:24])[N:25]=[C:26]=[O:27].[CH2:1]([CH:2]=[CH2:3])[NH:4][c:5]1[n:6][c:7]2[cH:8][cH:9][c:10]([N+:16](=[O:17])[O-:18])[cH:11][c:12]2[c:13]([NH2:15])[n:14]1.[CH2:29]1[O:30][CH2:31][CH2:32][CH2:33]1.[H-:19].[Na+:20].[OH2:28]>>[CH2:1]([CH:2]=[CH2:3])[NH:4][c:5]1[n:6][c:7]2[cH:8][cH:9][c:10]([N+:16](=[O:17])[O-:18])[cH:11][c:12]2[c:13]([NH:15][C:26]([NH:25][C:21]([CH3:22])([CH3:23])[CH3:24])=[O:27])[n:14]1.